This data is from the Open Reaction Database (ORD), a public repository of structured organic reaction records. The task is: describe an organic reaction: reactants, conditions, products, and yield The product is O=CN1CCN(c2ncc3c(=O)c(C(=O)O)c[nH]c3n2)CC1. Starting materials: CC(=O)OC(C)=O, O=CO, O=C(O)c1c[nH]c2nc(N3CCNCC3)ncc2c1=O. RXN SMILES: [CH3:1][C:2](=[O:3])[O:4][C:5](=[O:6])[CH3:7].[CH:28]([OH:29])=[O:30].[N:8]1([c:14]2[n:15][cH:16][c:17]3[c:18]([n:19]2)[nH:20][cH:21][c:22]([C:25](=[O:26])[OH:27])[c:23]3=[O:24])[CH2:9][CH2:10][NH:11][CH2:12][CH2:13]1>>[CH:2](=[O:3])[N:11]1[CH2:10][CH2:9][N:8]([c:14]2[n:15][cH:16][c:17]3[c:18]([n:19]2)[nH:20][cH:21][c:22]([C:25](=[O:26])[OH:27])[c:23]3=[O:24])[CH2:13][CH2:12]1. The reactants are C(C)(C)ON=C(C(=O)O)C=1N=C(SC1)NC(C1=CC=CC=C1)(C1=CC=CC=C1)C1=CC=CC=C1 (2-isopropoxyimino-2-(2-tritylaminothiazol-4-yl)acetic acid), NC1[C@@H]2N(C(=C(CS2)CCl)C(=O)OC(C2=CC=CC=C2)C2=CC=CC=C2)C1=O (benzhydryl 7-amino-3-chloromethyl-3-cephem-4-carboxylate), [OH-].[Na+] (sodium hydroxide), P(=O)(Cl)(Cl)Cl (phosphorous oxychoride), CN(C=O)C (N,N-dimethylformamide). The product is ClCC=1CS[C@H]2N(C1C(=O)OC(C1=CC=CC=C1)C1=CC=CC=C1)C(C2NC(C(C=2N=C(SC2)NC(C2=CC=CC=C2)(C2=CC=CC=C2)C2=CC=CC=C2)=NOC(C)C)=O)=O (benzhydryl 3-chloromethyl-7-[2-isopropoxyimino-2-(2-tritylaminothiazol-4-yl)acetamido]-3-cephem-4-carboxylate). Conditions: time 15 minute. As a reaction SMILES: P(Cl)(Cl)(Cl)=O.CN(C)C=O.[CH:11]([O:14][N:15]=[C:16]([C:20]1[N:21]=[C:22]([NH:25][C:26]([C:39]2[CH:44]=[CH:43][CH:42]=[CH:41][CH:40]=2)([C:33]2[CH:38]=[CH:37][CH:36]=[CH:35][CH:34]=2)[C:27]2[CH:32]=[CH:31][CH:30]=[CH:29][CH:28]=2)[S:23][CH:24]=1)[C:17]([OH:19])=O)([CH3:13])[CH3:12].[NH2:45][CH:46]1[C:71](=[O:72])[N:48]2[C:49]([C:55]([O:57][CH:58]([C:65]3[CH:70]=[CH:69][CH:68]=[CH:67][CH:66]=3)[C:59]3[CH:64]=[CH:63][CH:62]=[CH:61][CH:60]=3)=[O:56])=[C:50]([CH2:53][Cl:54])[CH2:51][S:52][C@H:47]12.[OH-].[Na+]>O.C(OCC)(=O)C.C(Cl)Cl>[Cl:54][CH2:53][C:50]1[CH2:51][S:52][C@@H:47]2[CH:46]([NH:45][C:17](=[O:19])[C:16](=[N:15][O:14][CH:11]([CH3:12])[CH3:13])[C:20]3[N:21]=[C:22]([NH:25][C:26]([C:33]4[CH:38]=[CH:37][CH:36]=[CH:35][CH:34]=4)([C:27]4[CH:28]=[CH:29][CH:30]=[CH:31][CH:32]=4)[C:39]4[CH:40]=[CH:41][CH:42]=[CH:43][CH:44]=4)[S:23][CH:24]=3)[C:71](=[O:72])[N:48]2[C:49]=1[C:55]([O:57][CH:58]([C:65]1[CH:66]=[CH:67][CH:68]=[CH:69][CH:70]=1)[C:59]1[CH:64]=[CH:63][CH:62]=[CH:61][CH:60]=1)=[O:56] |f:4.5|. Procedure: 0.41 ml (4.4 mmol) of phosphorous oxychoride was added to 5 ml of ethyl acetate, and 0.35 ml (4.5 mmol) of N,N-dimethylformamide was dropwise added thereto under cooling with ice. Then, the mixture was stirred at room temperature for 15 minutes. To the solution, 20 ml of a methylene chloride solution containing 1.59 g (3.38 mmol) of 2-isopropoxyimino-2-(2-tritylaminothiazol-4-yl)acetic acid (syn-isomer) was added, and the mixture was stirred for 30 minutes. To the reaction solution, 1.4 g (3.37 ... Run in O (water), C(C)(=O)OCC (ethyl acetate), C(Cl)Cl (methylene chloride), C(C)(=O)OCC (ethyl acetate). The yield is 66.3%. Starting materials: O=C1c2ccc3nn(Cc4ccccc4)cc3c2CC1CCF, C1CCOC1, C=CC(C)=O, C1CCC2=NCCCN2CC1. Product: CC(=O)CCC1(CCF)Cc2c(ccc3nn(Cc4ccccc4)cc23)C1=O. Reaction SMILES: [CH2:1]([c:2]1[cH:3][cH:4][cH:5][cH:6][cH:7]1)[n:8]1[n:9][c:10]2[cH:11][cH:12][c:13]3[c:14]([c:15]2[cH:16]1)[CH2:17][CH:18]([CH2:21][CH2:22][F:23])[C:19]3=[O:20].[CH2:40]1[O:41][CH2:42][CH2:43][CH2:44]1.[CH:35](=[CH2:36])[C:37](=[O:38])[CH3:39].[N:24]12[CH2:25][CH2:26][CH2:27][N:28]=[C:29]1[CH2:30][CH2:31][CH2:32][CH2:33][CH2:34]2>>[CH2:1]([c:2]1[cH:3][cH:4][cH:5][cH:6][cH:7]1)[n:8]1[n:9][c:10]2[cH:11][cH:12][c:13]3[c:14]([c:15]2[cH:16]1)[CH2:17][C:18]([CH2:21][CH2:22][F:23])([CH2:36][CH2:35][C:37](=[O:38])[CH3:39])[C:19]3=[O:20]. Reactants: CC(Cl)c1cccnc1, OC1CN2CCC1CC2. The reagents and catalysts are O=C([O-])[O-].[Cs+].[Cs+] (cesium carbonate), [I-].[K+] (potassium iodide). Solvent: CN(C)C=O (DMF), CN(C)C=O (dmf), CN(C)C=O (DMF). Conditions: temperature 70 celsius, time 16 hour. Product: CC(OC1CN2CCC1CC2)c1cccnc1. Reactants: C[Si](C)(C)[N-][Si](C)(C)C, O=C(NC1CCCCC1)c1ccc(Cl)nc1Cl, [Na+], CN(C)C=O, SCCc1ccccc1. RXN SMILES: [CH3:11][Si:12]([N-:13][Si:14]([CH3:15])([CH3:16])[CH3:17])([CH3:18])[CH3:19].[Cl:20][c:21]1[n:22][c:23]([Cl:36])[cH:24][cH:25][c:26]1[C:27](=[O:28])[NH:29][CH:30]1[CH2:31][CH2:32][CH2:33][CH2:34][CH2:35]1.[Na+:10].[O:37]=[CH:38][N:39]([CH3:40])[CH3:41].[c:1]1([CH2:7][CH2:8][SH:9])[cH:2][cH:3][cH:4][cH:5][cH:6]1>>[c:1]1([CH2:7][CH2:8][S:9][c:21]2[n:22][c:23]([Cl:36])[cH:24][cH:25][c:26]2[C:27](=[O:28])[NH:29][CH:30]2[CH2:31][CH2:32][CH2:33][CH2:34][CH2:35]2)[cH:2][cH:3][cH:4][cH:5][cH:6]1. The product is O=C(NC1CCCCC1)c1ccc(Cl)nc1SCCc1ccccc1. Starting materials: Cl.COC([C@@H]1NC[C@@H](C1)O)=O (cis-4-hydroxy-D-proline methyl ester hydrochloride), FC1=C(C=CC=C1)[N+](=O)[O-] (1-fluoro-2-nitrobenzene). Product: COC([C@@H]1N(C[C@@H](C1)O)C1=C(C=CC=C1)[N+](=O)[O-])=O ((2R,4R)-4-Hydroxy-1-(2-Nitrophenyl) Proline Methyl Ester). Isolated yield 97.2%. Reaction SMILES: Cl.[CH3:2][O:3][C:4](=[O:11])[C@H:5]1[CH2:9][C@@H:8]([OH:10])[CH2:7][NH:6]1.F[C:13]1[CH:18]=[CH:17][CH:16]=[CH:15][C:14]=1[N+:19]([O-:21])=[O:20]>>[CH3:2][O:3][C:4](=[O:11])[C@H:5]1[CH2:9][C@@H:8]([OH:10])[CH2:7][N:6]1[C:13]1[CH:18]=[CH:17][CH:16]=[CH:15][C:14]=1[N+:19]([O-:21])=[O:20] |f:0.1|. Reported procedure: The same procedures used in Reference Example 1 were repeated except for using the cis-4-hydroxy-D-proline methyl ester hydrochloride prepared in Reference Example 4 and 1-fluoro-2-nitrobenzene to give the title compound. Yield 97.2%. Starting materials: O=C([O-])[O-], Cc1ccccc1, Clc1nc2ccccc2o1, [K+], [K+], NCC1CCNCC1. Product: NCC1CCN(c2nc3ccccc3o2)CC1. As a reaction SMILES: [C:9](=[O:10])([O-:11])[O-:12].[CH3:25][c:26]1[cH:27][cH:28][cH:29][cH:30][cH:31]1.[Cl:15][c:16]1[o:17][c:18]2[c:19]([n:20]1)[cH:21][cH:22][cH:23][cH:24]2.[K+:13].[K+:14].[NH2:1][CH2:2][CH:3]1[CH2:4][CH2:5][NH:6][CH2:7][CH2:8]1>>[NH2:1][CH2:2][CH:3]1[CH2:4][CH2:5][N:6]([c:16]2[o:17][c:18]3[c:19]([n:20]2)[cH:21][cH:22][cH:23][cH:24]3)[CH2:7][CH2:8]1. Reactants: CC1=CC(=NC(=N1)C1=CC=CC=C1)NCC(=O)N(C1=CC=CC=C1)C (2-(6-methyl-2-phenyl-4-pyrimidinylamino)-N-methyl-N-phenylacetamide), ClN1C(CCC1=O)=O (N-chlorosuccinimide). Solvent: C(C)(=O)O (acetic acid). Run at temperature 90 celsius, time 3 hour. The product is ClC=1C(=NC(=NC1C)C1=CC=CC=C1)NCC(=O)N(C1=CC=CC=C1)C (2-(5-chloro-6-methyl-2-phenyl-4-pyrimidinylamino)-N-methyl-N-phenylacetamide). Yield: 99.7%. Reaction SMILES: [CH3:1][C:2]1[N:7]=[C:6]([C:8]2[CH:13]=[CH:12][CH:11]=[CH:10][CH:9]=2)[N:5]=[C:4]([NH:14][CH2:15][C:16]([N:18]([CH3:25])[C:19]2[CH:24]=[CH:23][CH:22]=[CH:21][CH:20]=2)=[O:17])[CH:3]=1.[Cl:26]N1C(=O)CCC1=O>C(O)(=O)C>[Cl:26][C:3]1[C:4]([NH:14][CH2:15][C:16]([N:18]([CH3:25])[C:19]2[CH:24]=[CH:23][CH:22]=[CH:21][CH:20]=2)=[O:17])=[N:5][C:6]([C:8]2[CH:9]=[CH:10][CH:11]=[CH:12][CH:13]=2)=[N:7][C:2]=1[CH3:1]. Reported procedure: A mixture of 2-(6-methyl-2-phenyl-4-pyrimidinylamino)-N-methyl-N-phenylacetamide (1.0 g) obtained in Example 88, N-chlorosuccinimide (0.44 g) and acetic acid (15 ml) is heated with stirring at 90° C. for three hours, and the reaction mixture is concentrated under reduced pressure. To the residue is added ice-water (30 ml) with stirring, and the precipitates are collected by filtration, washed with water, and recrystallized from isopropanol to give the desired compound (1.1 g), m.p. 154-155° C. Starting materials: C(#C)[C@H]1N(C(OC1)(C)C)C(=O)OC(C)(C)C ((R)-tert-butyl 4-ethynyl-2,2-dimethyloxazolidine-3-carboxylate), FC(C(=O)O)(F)F (trifluoroacetic acid). Run in CO (methanol). Run at time 4 hour. Product: FC(C(=O)O)(F)F.N[C@@H](CO)C#C ((R)-2-aminobut-3-yn-1-ol trifluoroacetate). RXN SMILES: [C:1]([C@@H:3]1[CH2:7][O:6]C(C)(C)[N:4]1C(OC(C)(C)C)=O)#[CH:2].[F:17][C:18]([F:23])([F:22])[C:19]([OH:21])=[O:20]>CO>[F:17][C:18]([F:23])([F:22])[C:19]([OH:21])=[O:20].[NH2:4][C@H:3]([C:1]#[CH:2])[CH2:7][OH:6] |f:3.4|. Procedure: To a solution of (R)-tert-butyl 4-ethynyl-2,2-dimethyloxazolidine-3-carboxylate (680 mg) (Tetrahedron 1996, 52, 11215.) in methanol (20 mL) was added trifluoroacetic acid (0.23 mL). The reaction mixture was stirred at room temperature for 4 hr and concentrated under reduced pressure to give the title compound (623 mg). The reactants are CC(C)[Mg+], [Cl-], COc1cc(C=O)c(Cl)cc1OCc1ccc(Cl)cc1F, CC(C)[Si](C(C)C)(C(C)C)n1cc(I)c2cccnc21, C1CCOC1. Product: COc1cc(C(O)c2cn([Si](C(C)C)(C(C)C)C(C)C)c3ncccc23)c(Cl)cc1OCc1ccc(Cl)cc1F. RXN SMILES: [CH:22]([Mg+:23])([CH3:24])[CH3:25].[Cl-:21].[Cl:26][c:27]1[c:28]([CH:29]=[O:30])[cH:31][c:32]([O:45][CH3:46])[c:33]([O:35][CH2:36][c:37]2[c:38]([F:44])[cH:39][c:40]([Cl:43])[cH:41][cH:42]2)[cH:34]1.[I:1][c:2]1[cH:3][n:4]([Si:11]([CH:12]([CH3:13])[CH3:14])([CH:15]([CH3:16])[CH3:17])[CH:18]([CH3:19])[CH3:20])[c:5]2[n:6][cH:7][cH:8][cH:9][c:10]12.[O:47]1[CH2:48][CH2:49][CH2:50][CH2:51]1>>[c:2]1([CH:29]([c:28]2[c:27]([Cl:26])[cH:34][c:33]([O:35][CH2:36][c:37]3[c:38]([F:44])[cH:39][c:40]([Cl:43])[cH:41][cH:42]3)[c:32]([O:45][CH3:46])[cH:31]2)[OH:30])[cH:3][n:4]([Si:11]([CH:12]([CH3:13])[CH3:14])([CH:15]([CH3:16])[CH3:17])[CH:18]([CH3:19])[CH3:20])[c:5]2[n:6][cH:7][cH:8][cH:9][c:10]12.